Dataset: the Open Reaction Database (ORD), a public repository of structured organic reaction records. Task: describe an organic reaction: reactants, conditions, products, and yield Starting materials: [Si](C)(C)(C(C)(C)C)O[C@H]1C[C@@H](CC2=CC=C3[C@@H]4CC=C(C(C)(C)O)[C@]4(CC[C@@H]3[C@@]12C)C)O[Si](C)(C)C(C)(C)C (1α,3β-Bis(tert-butyldimethylsilyloxy)-20-hydroxy-20-methylpregna-5,7,16-triene), Br\C=C\CC(CC)(O[Si](CC)(CC)CC)CC (1-bromo-4-ethyl-4-triethylsilyloxy-(2E)-hexene), [H-].[Na+] (sodium hydride), C1COCCOCCOCCOCCO1 (15-crown-5). The solvent is O1CCCC1 (tetrahydrofuran). Product: [Si](C)(C)(C(C)(C)C)O[C@H]1C[C@@H](CC2=CC=C3[C@@H]4CC=C(C(C)(C)O\C=C\CC(CC)(O[Si](CC)(CC)CC)CC)[C@]4(CC[C@@H]3[C@@]12C)C)O[Si](C)(C)C(C)(C)C (1α,3β-bis(tert-butyldimethylsilyloxy)-20-{4-ethyl-4-triethylsilyloxy-(2E)-hexenyloxy}-20-methylpregna-5,7,16-triene). The yield is 61.6%. Reaction SMILES: [Si:1]([O:8][C@@H:9]1[C@@:29]2([CH3:30])[C:13](=[CH:14][CH:15]=[C:16]3[C@@H:28]2[CH2:27][CH2:26][C@@:25]2([CH3:31])[C@H:17]3[CH2:18][CH:19]=[C:20]2[C:21]([OH:24])([CH3:23])[CH3:22])[CH2:12][C@@H:11]([O:32][Si:33]([C:36]([CH3:39])([CH3:38])[CH3:37])([CH3:35])[CH3:34])[CH2:10]1)([C:4]([CH3:7])([CH3:6])[CH3:5])([CH3:3])[CH3:2].Br/[CH:41]=[CH:42]/[CH2:43][C:44]([CH2:55][CH3:56])([O:47][Si:48]([CH2:53][CH3:54])([CH2:51][CH3:52])[CH2:49][CH3:50])[CH2:45][CH3:46].[H-].[Na+].C1OCCOCCOCCOCCOC1>O1CCCC1>[Si:1]([O:8][C@@H:9]1[C@@:29]2([CH3:30])[C:13](=[CH:14][CH:15]=[C:16]3[C@@H:28]2[CH2:27][CH2:26][C@@:25]2([CH3:31])[C@H:17]3[CH2:18][CH:19]=[C:20]2[C:21]([O:24]/[CH:41]=[CH:42]/[CH2:43][C:44]([CH2:55][CH3:56])([O:47][Si:48]([CH2:53][CH3:54])([CH2:49][CH3:50])[CH2:51][CH3:52])[CH2:45][CH3:46])([CH3:23])[CH3:22])[CH2:12][C@@H:11]([O:32][Si:33]([C:36]([CH3:39])([CH3:38])[CH3:37])([CH3:34])[CH3:35])[CH2:10]1)([C:4]([CH3:7])([CH3:6])[CH3:5])([CH3:3])[CH3:2] |f:2.3|. Reported procedure: 1α,3β-Bis(tert-butyldimethylsilyloxy)-20-hydroxy-20-methylpregna-5,7,16-triene (400 mg, 0.698 mmol), 1-bromo-4-ethyl-4-triethylsilyloxy-(2E)-hexene (0.897 g, 2.79 mmol), sodium hydride (60% in oil, 0.168 g, 4.188 mmol), 15-crown-5 (0.14 ml, 0.698 mmol) and tetrahydrofuran (12 ml) were subjected to reaction using a procedure similar to that of Example 5(1) (3 hours), worked up and purified by column chromatography (hexane:toluene=2:1) to give the titled compound (0.35 g, 62%) as a yellow foam. Reactants: CN (methyl amine), BrC1C(NC2=C(C(=C1)C1=C(C=CC=C1)Cl)C=C(C=C2)Cl)=O (rac-3-bromo-7-chloro-5-(2-chlorophenyl)-1,3-dihydro-2-H1-benzazepin-2-one). Reaction conditions: time 10 minute. Product: ClC=1C=CC2=C(C(=CC(C(N2)=O)NC)C2=C(C=CC=C2)Cl)C1 (rac-7-Chloro-5-(2-chlorophenyl)-1,3-dihydro-3-(methylamino)-2H-1-benzazepin-2-one). Procedure details: A solution of methyl amine (16.0 mL of a 1.1N THF solution, 17.6 mmole) in 50 mL of dry THF was cooled to 0°-5° C. in an ice-water bath. To this solution was added, over a ten minute period, a solution of crude rac-3-bromo-7-chloro-5-(2-chlorophenyl)-1,3-dihydro-2-H1-benzazepin-2-one (3.36 g estimated to be 85% pure, 7.36 mmole), dissolved in 55 mL of THF. After 10 minutes, the reaction solution was diluted with 300 mL of EtOAc, washed with water and brine, and dried (sodium sulfate). Concentrat... Run in CCOC(=O)C (EtOAc), C1CCOC1 (THF), C1CCOC1 (THF), C1CCOC1 (THF). As a reaction SMILES: [CH3:1][NH2:2].Br[CH:4]1[CH:10]=[C:9]([C:11]2[CH:16]=[CH:15][CH:14]=[CH:13][C:12]=2[Cl:17])[C:8]2[CH:18]=[C:19]([Cl:22])[CH:20]=[CH:21][C:7]=2[NH:6][C:5]1=[O:23]>C1COCC1.CCOC(C)=O>[Cl:22][C:19]1[CH:20]=[CH:21][C:7]2[NH:6][C:5](=[O:23])[CH:4]([NH:2][CH3:1])[CH:10]=[C:9]([C:11]3[CH:16]=[CH:15][CH:14]=[CH:13][C:12]=3[Cl:17])[C:8]=2[CH:18]=1. The reactants are FC=1C=C(C=CC1OC1=C2C(=NC=C1)N(C(=C2)C=2C=NC=CC2)COCC[Si](C)(C)C)N (3-fluoro-4-(2-(pyridin-3-yl)-1-((2-(trimethylsilyl)ethoxy)methyl)-1H-pyrrolo[2,3-b]pyridin-4-yloxy)benzenamine), [F-].C(CCC)[N+](CCCC)(CCCC)CCCC (tetrabutylammonium fluoride), NCCN (1,2-diaminoethane). Solvent: C1CCOC1 (THF). Reaction conditions: temperature 65 celsius. Yields the product FC=1C=C(C=CC1OC1=C2C(=NC=C1)NC(=C2)C=2C=NC=CC2)N (3-Fluoro-4-(2-(pyridin-3-yl)-1H-pyrrolo[2,3-b]pyridin-4-yloxy)benzenamine). Isolated yield 92.1%. RXN SMILES: [F:1][C:2]1[CH:3]=[C:4]([NH2:32])[CH:5]=[CH:6][C:7]=1[O:8][C:9]1[CH:14]=[CH:13][N:12]=[C:11]2[N:15](COCC[Si](C)(C)C)[C:16]([C:18]3[CH:19]=[N:20][CH:21]=[CH:22][CH:23]=3)=[CH:17][C:10]=12.[F-].C([N+](CCCC)(CCCC)CCCC)CCC.NCCN>C1COCC1>[F:1][C:2]1[CH:3]=[C:4]([NH2:32])[CH:5]=[CH:6][C:7]=1[O:8][C:9]1[CH:14]=[CH:13][N:12]=[C:11]2[NH:15][C:16]([C:18]3[CH:19]=[N:20][CH:21]=[CH:22][CH:23]=3)=[CH:17][C:10]=12 |f:1.2|. Reported procedure: A mixture of 3-fluoro-4-(2-(pyridin-3-yl)-1-((2-(trimethylsilyl)ethoxy)methyl)-1H-pyrrolo[2,3-b]pyridin-4-yloxy)benzenamine (275 mg, 0.61 mmol), tetrabutylammonium fluoride (1 M in THF, 4 mL), and 1,2-diaminoethane (0.2 mL) in THF (4 mL) was heated at 65° C. for 24 h. The solvent was removed in vacuo. The residue was purified by flash column chromatography (silica gel, 5% MeOH/EtOAc) to afford the desired product (180 mg, 92%) as a yellow solid. LC/MS(ESI+) m/z 321 (M+H)+. The reactants are CC1(CCNCC1)C1=CC=CC=C1 (4-Methyl-4-phenylpiperidine), Br.BrCCCN (3-bromopropylamine hydrobromide), C([O-])([O-])=O.[K+].[K+] (potassium carbonate). Solvent: O1CCOCC1 (dioxane). Yields the product NCCCN1CCC(CC1)(C1=CC=CC=C1)C (3-Aminopropyl-4-methyl-4-phenylpiperidine). The yield is 18.2%. Reaction SMILES: [CH3:1][C:2]1([C:8]2[CH:13]=[CH:12][CH:11]=[CH:10][CH:9]=2)[CH2:7][CH2:6][NH:5][CH2:4][CH2:3]1.Br.Br[CH2:16][CH2:17][CH2:18][NH2:19].C(=O)([O-])[O-].[K+].[K+]>O1CCOCC1>[NH2:19][CH2:18][CH2:17][CH2:16][N:5]1[CH2:4][CH2:3][C:2]([CH3:1])([C:8]2[CH:13]=[CH:12][CH:11]=[CH:10][CH:9]=2)[CH2:7][CH2:6]1 |f:1.2,3.4.5|. Reported procedure: 4-Methyl-4-phenylpiperidine (1.00 g, 5.70 mmol, 1.00 equiv), 3-bromopropylamine hydrobromide (1.87 g, 8.55 mmol, 1.00 equiv) and potassium carbonate (1.97 g, 14.2 mmol, 2.5 equiv) were stirred in refluxing dioxane (20 mL) for 36 hours. After removal of the solvent, water (50 mL) was added and the pH was adjusted to 11-12 by addition of 1N aqueous NaOH. The mixture was extracted with CH2Cl2 (150 mL+3×100 mL). The combined organic solutions were dried over MgSO4 and concentrated. The residue was p...